This data is from the Open Reaction Database (ORD), a public repository of structured organic reaction records. The task is: describe an organic reaction: reactants, conditions, products, and yield Starting materials: C(CCCCCC)C1=CC=C(C=C1)C1=CC=C(C=C1)C#N (4-n-heptyl-4'-cyanobiphenyl), S(O)(O)(=O)=O (sulfuric acid), three, O (water), O (water). Product: C(CCCCCC)C1=CC=C(C=C1)C1=CC=C(C=C1)C(=O)O (4-n-heptyl-biphenyl-4'-carboxylic acid). RXN SMILES: [CH2:1]([C:8]1[CH:13]=[CH:12][C:11]([C:14]2[CH:19]=[CH:18][C:17]([C:20]#N)=[CH:16][CH:15]=2)=[CH:10][CH:9]=1)[CH2:2][CH2:3][CH2:4][CH2:5][CH2:6][CH3:7].S(=O)(=O)(O)[OH:23].[OH2:27]>>[CH2:1]([C:8]1[CH:13]=[CH:12][C:11]([C:14]2[CH:19]=[CH:18][C:17]([C:20]([OH:23])=[O:27])=[CH:16][CH:15]=2)=[CH:10][CH:9]=1)[CH2:2][CH2:3][CH2:4][CH2:5][CH2:6][CH3:7]. Procedure details: 50 Gram of 4-n-heptyl-4'-cyanobiphenyl and 500 g of 70 weight % sulfuric acid were introduced into a 2 l three neck flask and heated on a mantle heater with stirring under reflux for 2.5 hours, followed by water-cooling adding 500 ml of water, separating the resulting solid by filtration with a glass filter, water-washing and recrystallizing with glacial acetic acid, to give 47.3 g of 4-n-heptyl-biphenyl-4'-carboxylic acid ((II), R=C7H15), which was a colorless crystal having a molecular formula... Reactants: CO, [Cl-], Cc1ccc2c(N3CCN(CCc4cccc([N+](=O)[O-])c4)CC3)c(F)ccc2n1, [Fe], [NH4+], O. Product: Cc1ccc2c(N3CCN(CCc4cccc(N)c4)CC3)c(F)ccc2n1. RXN SMILES: [CH3:32][OH:33].[Cl-:30].[F:1][c:2]1[c:3]([N:13]2[CH2:14][CH2:15][N:16]([CH2:19][CH2:20][c:21]3[cH:22][c:23]([N+:27]([O-:28])=[O:29])[cH:24][cH:25][cH:26]3)[CH2:17][CH2:18]2)[c:4]2[cH:5][cH:6][c:7]([CH3:12])[n:8][c:9]2[cH:10][cH:11]1.[Fe:35].[NH4+:31].[OH2:34]>>[F:1][c:2]1[c:3]([N:13]2[CH2:14][CH2:15][N:16]([CH2:19][CH2:20][c:21]3[cH:22][c:23]([NH2:27])[cH:24][cH:25][cH:26]3)[CH2:17][CH2:18]2)[c:4]2[cH:5][cH:6][c:7]([CH3:12])[n:8][c:9]2[cH:10][cH:11]1. The reactants are C(C1=CC=CC=C1)OC1=C(C=CC=C1)O (2-benzyloxyphenol), [H-].[Na+] (sodium hydride), O (Water), BrCCOC1OCCCC1 (2-(2-Bromoethoxy)tetrahydropyran). Run in CN(C=O)C (N,N-dimethylformamide). Reaction conditions: time 30 minute. Yields the product C(C1=CC=CC=C1)OC1=C(OCCOC2OCCCC2)C=CC=C1 (2-[2-(2-benzyloxyphenoxy)ethoxy]tetrahydropyran). The yield is 99.5%. Reaction SMILES: [CH2:1]([O:8][C:9]1[CH:14]=[CH:13][CH:12]=[CH:11][C:10]=1[OH:15])[C:2]1[CH:7]=[CH:6][CH:5]=[CH:4][CH:3]=1.[H-].[Na+].Br[CH2:19][CH2:20][O:21][CH:22]1[CH2:27][CH2:26][CH2:25][CH2:24][O:23]1.O>CN(C)C=O>[CH2:1]([O:8][C:9]1[CH:14]=[CH:13][CH:12]=[CH:11][C:10]=1[O:15][CH2:19][CH2:20][O:21][CH:22]1[CH2:27][CH2:26][CH2:25][CH2:24][O:23]1)[C:2]1[CH:3]=[CH:4][CH:5]=[CH:6][CH:7]=1 |f:1.2|. Reported procedure: To a solution of 2-benzyloxyphenol (3.00 g, 15.0 mmol) in N,N-dimethylformamide (15 ml) was added sodium hydride (60% in oil) (719 mg, 18.0 mmol) under ice-cooling, and the mixture was stirred at 30 min. 2-(2-Bromoethoxy)tetrahydropyran (2.72 ml, 18.0 mmol) was added to the reaction mixture and the mixture was stirred at 18 hr. Water was added to the reaction mixture and the mixture was extracted with ethyl acetate. The organic layer was washed with saturated brine and dried over anhydrous magne... Starting materials: [OH-].[Cs+] (cesium hydroxide), FRX, [OH-].[Cs+] (cesium hydroxide), C(C=C)Br (allyl bromide), IC1=C(N)C=CC=C1 (2-iodoaniline), IC1=C(N)C=CC=C1 (2-iodoaniline). Run in CN(C=O)C (dimethylformamide), CN(C=O)C (dimethylformamide). Run at time 2.5 minute. The product is C(C1=CC=CC=C1)NC1=C(C=CC=C1)I (N-benzyl-2-iodoaniline). As a reaction SMILES: [I:1][C:2]1[CH:8]=[CH:7][CH:6]=[CH:5][C:3]=1[NH2:4].[OH-].[Cs+].[CH2:11](Br)[CH:12]=[CH2:13]>CN(C)C=O>[CH2:11]([NH:4][C:3]1[CH:5]=[CH:6][CH:7]=[CH:8][C:2]=1[I:1])[C:12]1[CH:13]=[CH:5][CH:3]=[CH:2][CH:8]=1 |f:1.2|. Reported procedure: N-benzyl-2-iodoaniline was prepared using a system (FRX 200, Syrris Limited) including a microflow reactor. For this purpose, 329 mg (1.5 mmol) of 2-iodoaniline and 15 ml of dimethylformamide were added to the first storage unit of the system including the microflow reactor to dissolve the 2-iodoaniline, and then 112 mg (0.75 mmol) of cesium hydroxide was added thereto. Meanwhile, 156 μl (1.8 mmol) of allyl bromide and 15 ml of dimethylformamide were added to the second storage unit of the syste... Starting materials: C(C)C1=C(N)C(=CC=C1)CC (2,6-diethylaniline), CC (ethane), C=C (ethylene), organic raw product, raw product, C(=O)=O (carbon dioxide), [H][H] (hydrogen), C (methane), [C]=O (carbon monoxide). The reagents and catalysts are Cu chromite BaO. Run in O (water), O (water), O (water). Reaction conditions: temperature 660 celsius. The product is C(C)C=1C=CC=C2C=CNC12 (7-Ethyl indole). As a reaction SMILES: [CH2:1]([C:3]1[CH:9]=[CH:8][CH:7]=[C:6]([CH2:10][CH3:11])[C:4]=1[NH2:5])[CH3:2].[H][H].C.CC.C=C.[C]=O.C(=O)=O>O>[CH2:1]([C:3]1[CH:9]=[CH:8][CH:7]=[C:6]2[C:4]=1[NH:5][CH:11]=[CH:10]2)[CH3:2] |^3:18|. Procedure: The reactor for the dehydrocyclization contained 0.5 liter of Cu-chromite/BaO catalyst in table form (4×4 mm). The reactor was heated to 660° C. and was fed 68 g of 2,6-diethylaniline and 81 g of water per hour. After cooling, a mixture of a heavily organic phase and of a lighter water phase, as well as a waste (discharge) gas, was obtained in the recipient vessel. The waste gas had the following typical composition (vol. percent): 80.0 percent of hydrogen; 2.9 percent of methane; 2.0 percent of... The reactants are BrCc1cccc2cccnc12, CCOC(C)=O, [N-]=[N+]=[N-], [Na+], CN(C)C=O. Product: [N-]=[N+]=NCc1cccc2cccnc12. Reaction SMILES: [Br:1][CH2:2][c:3]1[cH:4][cH:5][cH:6][c:7]2[cH:8][cH:9][cH:10][n:11][c:12]12.[CH3:22][CH2:23][O:24][C:25]([CH3:26])=[O:27].[N-:14]=[N+:15]=[N-:16].[Na+:13].[O:17]=[CH:18][N:19]([CH3:20])[CH3:21]>>[CH2:2]([c:3]1[cH:4][cH:5][cH:6][c:7]2[cH:8][cH:9][cH:10][n:11][c:12]12)[N:14]=[N+:15]=[N-:16]. The reactants are C1(=CC=CC=C1)[C@@H]1NC(N[C@@H]1C1=CC=CC=C1)=S (cis-4,5-Diphenylimidazolidine-2-thione), C1(=CC=CC=C1)C1=CC=C(CCl)C=C1 (4-phenylbenzyl chloride). Solvent: CCO (EtOH). Procedure details: A mixture of intermediate 25 (200 mg, 0.786 mmol) and 4-phenylbenzyl chloride (0.318 mg, 1.57 mmol) in abs. EtOH (2 mL) is heated at 95° C. for 24 h. The reaction mixture is cooled to RT, evaporated to dryness, and the residue suspended in Et2O. The insoluble material is filtered to give 205 mg of the product 207. 1H NMR (DMSO-d6) δ 11.24 (s, 2 H), 7.90-7.60 (m, 6 H), 7.60-7.30 (m, 3 H), 7.20-6.90 (m, 6 H), 6.90-6.65 (m, 4 H), 5.79 (s, 2 H), 4.85 (s, 2 H); MS: m/z 421 (M++1). RXN SMILES: [C:1]1([C@H:7]2[C@@H:11]([C:12]3[CH:17]=[CH:16][CH:15]=[CH:14][CH:13]=3)[NH:10][C:9](=[S:18])[NH:8]2)[CH:6]=[CH:5][CH:4]=[CH:3][CH:2]=1.[C:19]1([C:25]2[CH:32]=[CH:31][C:28]([CH2:29][Cl:30])=[CH:27][CH:26]=2)[CH:24]=[CH:23][CH:22]=[CH:21][CH:20]=1>CCO>[ClH:30].[C:19]1([C:25]2[CH:26]=[CH:27][C:28]([CH2:29][S:18][C:9]3[NH:8][C@H:7]([C:1]4[CH:2]=[CH:3][CH:4]=[CH:5][CH:6]=4)[C@H:11]([C:12]4[CH:13]=[CH:14][CH:15]=[CH:16][CH:17]=4)[N:10]=3)=[CH:31][CH:32]=2)[CH:20]=[CH:21][CH:22]=[CH:23][CH:24]=1 |f:3.4|. Yield: 57.1%. Product: Cl.C1(=CC=CC=C1)C1=CC=C(CSC=2N[C@@H]([C@@H](N2)C2=CC=CC=C2)C2=CC=CC=C2)C=C1 (2-[(4-Phenylbenzyl)thio]-cis-4,5-diphenyl-4,5-dihydro-1H-imidazole hydrochloride).